Task: describe an organic reaction: reactants, conditions, products, and yield. Dataset: the Open Reaction Database (ORD), a public repository of structured organic reaction records Starting materials: C(C)OC(C(Cl)Cl)OCC (dichloroacetaldehyde diethylacetal), CC(C)([O-])C.[K+] (potassium t-butoxide). Procedure: To a solution of dichloroacetaldehyde diethylacetal (25 g; 0.1336 mol) in 150 ml of THF cooled to 0° C. was added 17.99 g (0.16 mol) of potassium t-butoxide in 50 ml of THF. The ice-bath was removed, and the reaction mixture was allowed to reflux for 16 hr and cooled. The reaction mixture was filtered (through celite) and a pale yellow solution was concentrated in vacuo at 30° C. The residue was distilled to afford 18.1 g (90%) of 2-chloro-1,1-diethoxyethylene (Formula V: R3 =Cl; R4 =H; R5 =R6 =... Solvent: C1CCOC1 (THF), C1CCOC1 (THF). Isolated yield 90.0%. The product is ClC=C(OCC)OCC (2-chloro-1,1-diethoxyethylene). RXN SMILES: [CH2:1]([O:3][CH:4]([O:8][CH2:9][CH3:10])[CH:5](Cl)[Cl:6])[CH3:2].CC(C)([O-])C.[K+]>C1COCC1>[Cl:6][CH:5]=[C:4]([O:8][CH2:9][CH3:10])[O:3][CH2:1][CH3:2] |f:1.2|. Reactants: O (H2O), Cl (HCl), C(C)OC(CCC(=O)NC1=C(C(=O)OC)C=C(C=C1)I)=O (methyl 2-(4-ethoxy-4-oxobutanamido)-5-iodobenzoate), solution, CC(C)(C)[O-].[K+] (KOt-Bu), ethyl and methyl esters. Run in C1CCOC1 (THF), C1CCOC1 (THF). Conditions: time 2.5 hour. The product is C(C)OC(=O)C1C(C2=C(NC(C1)=O)C=CC(=C2)I)=O (7-Iodo-2,5-dioxo-2,3,4,5-tetrahydro-1H-benzo[b]azepine-4-carboxylic acid ethyl ester). RXN SMILES: [CH2:1]([O:3][C:4](=[O:21])[CH2:5][CH2:6][C:7]([NH:9][C:10]1[CH:19]=[CH:18][C:17]([I:20])=[CH:16][C:11]=1[C:12]([O:14]C)=O)=[O:8])[CH3:2].CC([O-])(C)C.[K+].O.Cl>C1COCC1>[CH2:1]([O:3][C:4]([CH:5]1[CH2:6][C:7](=[O:8])[NH:9][C:10]2[CH:19]=[CH:18][C:17]([I:20])=[CH:16][C:11]=2[C:12]1=[O:14])=[O:21])[CH3:2] |f:1.2|. Procedure: To a solution of methyl 2-(4-ethoxy-4-oxobutanamido)-5-iodobenzoate (ii-a) (22.0 g, 54 mmol) in 125 mL of THF was added a 1 M solution of KOt-Bu in THF (119 mL, 119 mmol). The reaction was complete after 2.5 h at 22° C. H2O (250 mL) and 1N HCl (60 mL) were added to the solution, and the resulting precipitate was filtered, washed with 2×50 mL Et2O, and dried in vacuo to give iii-a (16.1 g, 83%) as a whitish/gray solid as a mixture of ethyl and methyl esters: MS m/z=374 (M+H) and 360 (M+H). Reactants: C1CCOC1, [CH3], CC(CCC(=O)[O-])C1CCC2C3C(O)CC4CC(O)CCC4(C)C3CC(O)C12C, O. Yields the product CC(CCCO)C1CCC2C3C(O)CC4CC(O)CCC4(C)C3CC(O)C12C. Reaction SMILES: [CH2:32]1[O:33][CH2:34][CH2:35][CH2:36]1.[CH3:1].[CH:2]12[CH2:3][CH:4]([OH:5])[CH2:6][CH2:7][C:8]1([CH3:9])[CH:10]1[CH2:11][CH:12]([OH:13])[C:14]3([CH3:15])[CH:16]([CH:24]([CH3:25])[CH2:26][CH2:27][C:28]([O-:29])=[O:30])[CH2:17][CH2:18][CH:19]3[CH:20]1[CH:21]([OH:22])[CH2:23]2.[OH2:31]>>[CH:2]12[CH2:3][CH:4]([OH:5])[CH2:6][CH2:7][C:8]1([CH3:9])[CH:10]1[CH2:11][CH:12]([OH:13])[C:14]3([CH3:15])[CH:16]([CH:24]([CH3:25])[CH2:26][CH2:27][CH2:28][OH:29])[CH2:17][CH2:18][CH:19]3[CH:20]1[CH:21]([OH:22])[CH2:23]2. Reactants: FC1=C(C=C(C=C1)[N+](=O)[O-])C#C[Si](C)(C)C ((2-Fluoro-5-nitrophenylethynyl)trimethylsilane), N1=NC=NN=C1 (1,2,4,5-tetrazine). Solvent: O1CCOCC1 (1,4-dioxane). Product: FC1=C(C=C(C=C1)[N+](=O)[O-])C1=CN=NC=C1[Si](C)(C)C (4-(2-fluoro-5-nitrophenyl)-5-trimethylsilanylpyridazine). Reaction SMILES: [F:1][C:2]1[CH:7]=[CH:6][C:5]([N+:8]([O-:10])=[O:9])=[CH:4][C:3]=1[C:11]#[C:12][Si:13]([CH3:16])([CH3:15])[CH3:14].[N:17]1[CH:22]=NN=[CH:19][N:18]=1>O1CCOCC1>[F:1][C:2]1[CH:7]=[CH:6][C:5]([N+:8]([O-:10])=[O:9])=[CH:4][C:3]=1[C:11]1[C:12]([Si:13]([CH3:15])([CH3:14])[CH3:16])=[CH:19][N:18]=[N:17][CH:22]=1. Procedure: (2-Fluoro-5-nitrophenylethynyl)trimethylsilane (8.8 g, 37.1 mmol) and 1,4-dioxane were added to a solution of 1,2,4,5-tetrazine (35 ml, 18.6 mmol, 0.53 M in dichloromethane). The dichloromethane was distilled off and the dioxane solution was stirred at reflux for 36 hours. The solvent was removed to leave a brown oil. Purification by chromatography on silica gel eluting with dichloromethane, then with dichloromethane containing 1% methanol, gave 4-(2-fluoro-5-nitrophenyl)-5-trimethylsilanylpyrid... Starting materials: O=C1NC2=CC=C(C=C2NC1=O)S(=O)(=O)Cl (1,2,3,4-tetrahydro-2,3-dioxo-6-quinoxalinesulfonyl chloride), CNC (dimethylamine). Conditions: time 6 hour. The product is CN(S(=O)(=O)C=1C=C2NC(C(NC2=CC1)=O)=O)C (N,N-dimethyl-1,2,3,4-tetrahydro-2,3-dioxo-6-quinoxaline sulfonamide). The yield is 35.0%. RXN SMILES: [O:1]=[C:2]1[C:11](=[O:12])[NH:10][C:9]2[C:4](=[CH:5][CH:6]=[C:7]([S:13](Cl)(=[O:15])=[O:14])[CH:8]=2)[NH:3]1.[CH3:17][NH:18][CH3:19]>>[CH3:17][N:18]([CH3:19])[S:13]([C:7]1[CH:8]=[C:9]2[C:4](=[CH:5][CH:6]=1)[NH:3][C:2](=[O:1])[C:11](=[O:12])[NH:10]2)(=[O:15])=[O:14]. Procedure details: A mixture of 3.91 g (0.015 mole) of 1,2,3,4-tetrahydro-2,3-dioxo-6-quinoxalinesulfonyl chloride and 30 ml of 25% aqueous dimethylamine is stirred at room temperature for 6 hours. Then it is filtered, the separated crystals are washed successively with water and acetone, filtered, dried and recrystallized from water. Thus 1.40 g (35%) of N,N-dimethyl-1,2,3,4-tetrahydro-2,3-dioxo-6-quinoxaline sulfonamide is obtained, m.p.: 258-266° C. Reactants: COC(=O)c1sc2cc(CO)ccc2c1C, ClC(Cl)Cl, O=S(Cl)Cl, c1ccncc1. Product: COC(=O)c1sc2cc(CCl)ccc2c1C. RXN SMILES: [CH3:5][O:6][C:7](=[O:8])[c:9]1[c:10]([CH3:20])[c:11]2[c:12]([s:13]1)[cH:14][c:15]([CH2:18][OH:19])[cH:16][cH:17]2.[CH:27]([Cl:28])([Cl:29])[Cl:30].[S:1]([Cl:2])([Cl:3])=[O:4].[cH:21]1[cH:22][cH:23][n:24][cH:25][cH:26]1>>[Cl:3][CH2:18][c:15]1[cH:14][c:12]2[c:11]([c:10]([CH3:20])[c:9]([C:7]([O:6][CH3:5])=[O:8])[s:13]2)[cH:17][cH:16]1.